Dataset: the Open Reaction Database (ORD), a public repository of structured organic reaction records. Task: describe an organic reaction: reactants, conditions, products, and yield The reactants are CC(=O)O, [Cl-], [Cl-], [Cl-], CCc1nc(-c2c(NCC(O)c3cccc(Cl)c3)cc[nH]c2=O)[nH]c1-c1ccccc1, Cl, COc1nccc(I)c1-c1nc(C)c(-c2ccccc2)n1O, [Ti+3]. Yields the product Cc1nc(-c2c(NCC(O)c3cccc(Cl)c3)cc[nH]c2=O)[nH]c1-c1ccccc1. RXN SMILES: [C:54]([OH:55])(=[O:56])[CH3:57].[Cl-:59].[Cl-:61].[Cl-:62].[Cl:23][c:24]1[cH:25][c:26]([CH:30]([CH2:31][NH:32][c:33]2[c:34](-[c:40]3[nH:41][c:42](-[c:47]4[cH:48][cH:49][cH:50][cH:51][cH:52]4)[c:43]([CH2:45][CH3:46])[n:44]3)[c:35](=[O:39])[nH:36][cH:37][cH:38]2)[OH:53])[cH:27][cH:28][cH:29]1.[ClH:58].[I:1][c:2]1[cH:3][cH:4][n:5][c:6]([O:7][CH3:8])[c:9]1-[c:10]1[n:11]([OH:12])[c:13](-[c:14]2[cH:15][cH:16][cH:17][cH:18][cH:19]2)[c:20]([CH3:21])[n:22]1.[Ti+3:60]>>[Cl:23][c:24]1[cH:25][c:26]([CH:30]([CH2:31][NH:32][c:33]2[c:34](-[c:40]3[nH:41][c:42](-[c:47]4[cH:48][cH:49][cH:50][cH:51][cH:52]4)[c:43]([CH3:45])[n:44]3)[c:35](=[O:39])[nH:36][cH:37][cH:38]2)[OH:53])[cH:27][cH:28][cH:29]1. Reactants: CC(=O)c1c(O)c2ccccc2oc1=O, C1CCNCC1, COCCOC(=O)Nc1cccc(C=O)c1, ClC(Cl)Cl, O. Yields the product COCCOC(=O)Nc1cccc(C=CC(=O)c2c(O)c3ccccc3oc2=O)c1. Reaction SMILES: [C:1]([CH3:2])(=[O:3])[c:4]1[c:5](=[O:15])[o:6][c:7]2[c:8]([c:9]1[OH:10])[cH:11][cH:12][cH:13][cH:14]2.[CH2:32]1[CH2:33][CH2:34][NH:35][CH2:36][CH2:37]1.[CH3:16][O:17][CH2:18][CH2:19][O:20][C:21](=[O:22])[NH:23][c:24]1[cH:25][c:26]([CH:27]=[O:28])[cH:29][cH:30][cH:31]1.[CH:39]([Cl:40])([Cl:41])[Cl:42].[OH2:38]>>[C:1]([CH:2]=[CH:27][c:26]1[cH:25][c:24]([NH:23][C:21]([O:20][CH2:19][CH2:18][O:17][CH3:16])=[O:22])[cH:31][cH:30][cH:29]1)(=[O:3])[c:4]1[c:5](=[O:15])[o:6][c:7]2[c:8]([c:9]1[OH:10])[cH:11][cH:12][cH:13][cH:14]2. The reactants are OC1=C(C=C(C=C1)C)CC1=C(C=CC=C1)O ((2-Hydroxy-5-methylphenyl)(2-hydroxyphenyl)methane), ClC(C(=O)O)Cl (dichloroacetic acid), ClC(C(=O)O)Cl (dichloroacetic acid), C([O-])([O-])=O.[K+].[K+] (potassium carbonate), [I-].[K+] (potassium iodide). Solvent: CC(C)O (2-propanol). Run at time 24 hour. Yields the product CC1=CC=CC=2OC(OC3=C(CC21)C=CC=C3)C(=O)O (1-Methyl-12H-dibenzo[d,g][1,3]dioxocin-6-carboxylic Acid). The yield is 126.4%. RXN SMILES: [OH:1][C:2]1[CH:7]=[CH:6][C:5](C)=[CH:4][C:3]=1[CH2:9][C:10]1[CH:15]=[CH:14][CH:13]=[CH:12][C:11]=1[OH:16].[C:17](=O)([O-])[O-].[K+].[K+].[I-].[K+].Cl[CH:26](Cl)[C:27]([OH:29])=[O:28]>CC(O)C>[CH3:17][C:15]1[C:10]2[CH2:9][C:3]3[CH:4]=[CH:5][CH:6]=[CH:7][C:2]=3[O:1][CH:26]([C:27]([OH:29])=[O:28])[O:16][C:11]=2[CH:12]=[CH:13][CH:14]=1 |f:1.2.3,4.5|. Procedure: (2-Hydroxy-5-methylphenyl)(2-hydroxyphenyl)methane (1.66 g, 7.7 mmol) was combined with 2.07 g (15 mmol) of potassium carbonate, 0.56 g (3.4 mmol) of potassium iodide, 0.99 g (7.7 mmol) of dichloroacetic acid and 50 ml of 2-propanol and the mixture heated at reflux with stirring for 24 hours. Another 7.7 mmol of dichloroacetic acid was added and the reaction continued for 2 days. The volatiles were removed by evaporation under reduced pressure and water added. The mixture was acidified with 1N h... Reactants: CCN(CC)P(OC(C)(C)C)OC(C)(C)C, Cc1nc(C(F)(F)F)ccc1Cn1c(=O)c(-c2ccc(C#N)cc2)c(-c2ccc(Cl)cc2)c2nnc(CO)n21, ClCCCl, [Na+], [Na+], O=S([O-])[O-], c1nc[nH]n1. The product is Cc1nc(C(F)(F)F)ccc1Cn1c(=O)c(-c2ccc(C#N)cc2)c(-c2ccc(Cl)cc2)c2nnc(COP(=O)(OC(C)(C)C)OC(C)(C)C)n21. RXN SMILES: [CH2:40]([N:41]([CH2:42][CH3:54])[P:43]([O:44][C:45]([CH3:46])([CH3:47])[CH3:48])[O:49][C:50]([CH3:51])([CH3:52])[CH3:53])[CH3:55].[Cl:1][c:2]1[cH:3][cH:4][c:5](-[c:8]2[c:9]3[n:10]([n:11]([CH2:23][c:24]4[c:25]([CH3:34])[n:26][c:27]([C:30]([F:31])([F:32])[F:33])[cH:28][cH:29]4)[c:12](=[O:22])[c:13]2-[c:14]2[cH:15][cH:16][c:17]([C:18]#[N:19])[cH:20][cH:21]2)[c:35]([CH2:38][OH:39])[n:36][n:37]3)[cH:6][cH:7]1.[Cl:67][CH2:68][CH2:69][Cl:70].[Na+:65].[Na+:66].[S:61](=[O:62])([O-:63])[O-:64].[nH:56]1[cH:57][n:58][cH:59][n:60]1>>[Cl:1][c:2]1[cH:3][cH:4][c:5](-[c:8]2[c:9]3[n:10]([n:11]([CH2:23][c:24]4[c:25]([CH3:34])[n:26][c:27]([C:30]([F:31])([F:32])[F:33])[cH:28][cH:29]4)[c:12](=[O:22])[c:13]2-[c:14]2[cH:15][cH:16][c:17]([C:18]#[N:19])[cH:20][cH:21]2)[c:35]([CH2:38][O:39][P:43]([O:44][C:45]([CH3:46])([CH3:47])[CH3:48])([O:49][C:50]([CH3:51])([CH3:52])[CH3:53])=[O:62])[n:36][n:37]3)[cH:6][cH:7]1. The reactants are BrC=1N=C(C(=NC1)NC(OC(C)(C)C)=O)C#N (t-butyl 5-bromo-3-cyano-2-pyrazinylcarbamate), [F-].[K+] (potassium fluoride). The solvent is CS(=O)C (dimethyl sulfoxide). Conditions: temperature 70 celsius, time 30 minute. Product: C(#N)C=1C(=NC=C(N1)F)NC(OC(C)(C)C)=O (t-butyl 3-cyano-5-fluoro-2-pyrazinylcarbamate). As a reaction SMILES: Br[C:2]1[N:3]=[C:4]([C:16]#[N:17])[C:5]([NH:8][C:9](=[O:15])[O:10][C:11]([CH3:14])([CH3:13])[CH3:12])=[N:6][CH:7]=1.[F-:18].[K+]>CS(C)=O>[C:16]([C:4]1[C:5]([NH:8][C:9](=[O:15])[O:10][C:11]([CH3:14])([CH3:13])[CH3:12])=[N:6][CH:7]=[C:2]([F:18])[N:3]=1)#[N:17] |f:1.2|. Reported procedure: In 10.5 mL of dimethyl sulfoxide was dissolved 0.35 g of t-butyl 5-bromo-3-cyano-2-pyrazinylcarbamate. After adding 0.17 g of potassium fluoride, the mixture was stirred first at 70° C. for 30 minutes and then at 90° C. for 30 minutes to form t-butyl 3-cyano-5-fluoro-2-pyrazinylcarbamate in the reaction system. Then, 0.17 g of potassium fluoride was added and stirred at 90° C. for 40 minutes. The reaction mixture was returned to room temperature and added to a mixture of 30 ml of ethyl acetate a... Reactants: C(C)(C)NC=1C=2N(C=C(N1)C1(CCCC1)C(=O)O)C(NN2)=O (1-(8-isopropylamino-3-oxo-2,3-dihydro-[1,2,4]triazolo[4,3-a]pyrazin-6-yl)-cyclopentanecarboxylic acid). Run in CC(=O)O (AcOH), O (water). Yields the product C1(CCCC1)C=1N=C(C=2N(C1)C(NN2)=O)NC(C)C (6-Cyclopentyl-8-isopropylamino-2H-[1,2,4]triazolo[4,3-a]pyrazin-3-one). Reaction SMILES: [CH:1]([NH:4][C:5]1[C:6]2[N:7]([C:19](=[O:22])[NH:20][N:21]=2)[CH:8]=[C:9]([C:11]2(C(O)=O)[CH2:15][CH2:14][CH2:13][CH2:12]2)[N:10]=1)([CH3:3])[CH3:2]>CC(O)=O.O>[CH:11]1([C:9]2[N:10]=[C:5]([NH:4][CH:1]([CH3:3])[CH3:2])[C:6]3[N:7]([C:19](=[O:22])[NH:20][N:21]=3)[CH:8]=2)[CH2:12][CH2:13][CH2:14][CH2:15]1. Procedure details: A solution of 20 mg of 1-(8-isopropylamino-3-oxo-2,3-dihydro-[1,2,4]triazolo[4,3-a]pyrazin-6-yl)-cyclopentanecarboxylic acid in AcOH (3.0 mL) was warmed to 120° C. for 30 min. The reaction was cooled to ambient temperature and diluted with water. The mixture was extracted with EtOAc, the organic layer was washed with water (2×), dried over magnesium sulfate, filtered, and concentrated to leave the title compound as a tan solid. MS (M+H+)=262.3. Reactants: CN(C=O)C (dimethylformamide), C(CCC)[Li] (n-butyllithium), C(#C)C1=CC=C(C=C1)[C@@H]1CC[C@H](CC1)CCCCC (1-ethynyl-4-(trans-4-pentylcyclohexyl)benzene), Cl (hydrochloric acid). The solvent is O1CCCC1 (tetrahydrofuran), CCCCCC (n-hexane), O1CCCC1 (tetrahydrofuran). Reaction conditions: time 1 hour. The product is C(=O)C#CC1=CC=C(C=C1)[C@@H]1CC[C@H](CC1)CCCCC (1-(formylethynyl)-4-(trans-4-pentylcyclohexyl)benzene). RXN SMILES: C([Li])CCC.[C:6]([C:8]1[CH:13]=[CH:12][C:11]([C@H:14]2[CH2:19][CH2:18][C@H:17]([CH2:20][CH2:21][CH2:22][CH2:23][CH3:24])[CH2:16][CH2:15]2)=[CH:10][CH:9]=1)#[CH:7].CN(C)[CH:27]=[O:28].Cl>CCCCCC.O1CCCC1>[CH:27]([C:7]#[C:6][C:8]1[CH:13]=[CH:12][C:11]([C@H:14]2[CH2:19][CH2:18][C@H:17]([CH2:20][CH2:21][CH2:22][CH2:23][CH3:24])[CH2:16][CH2:15]2)=[CH:10][CH:9]=1)=[O:28]. Procedure: 6.75 ml (0.80 mmol) of 1.6 molar n-butyllithium solution in n-hexane are added dropwise at 0° C. to 2.48 g (9.80 mmol) of 1-ethynyl-4-(trans-4-pentylcyclohexyl)benzene in 25 ml of tetrahydrofuran. After 1 hour, this solution is added dropwise to 0.83 ml of dimethylformamide in 20 ml of tetrahydrofuran, the mixture is stirred at room temperature for 1 hour, acidifed by means of aqueous hydrochloric acid and partitioned between ether and water, and the organic phase is dried and evaporated. Chroma... Starting materials: C(C(C)C)OC(=O)NCC(=O)O (N-isobutyloxycarbonyl-glycine), NC1=NNC2=NC=NC(=C21)NC2=CC(=CC=C2)Cl (3-amino-4-(3-chloro-phenylamino)-1H-pyrazolo[3,4-d]pyrimidine), CN1CCOCC1 (NMM), ClC(=O)OCC(C)C (isobutyl chloroformate). Run in C1CCOC1 (THF), C(C)O (ethanol). The product is ClC=1C=C(C=CC1)NC1=C2C(=NC=N1)NN=C2NC(CNC(=O)OCC(C)C)=O (4-(3-chloro-phenylamino)-3-([N-iso-butyloxycarbonyl-glycyl]-amino)-1H-pyrazolo[3,4-d]pyrimidine). As a reaction SMILES: [CH2:1]([O:5][C:6]([NH:8][CH2:9][C:10]([OH:12])=O)=[O:7])[CH:2]([CH3:4])[CH3:3].CN1CCOCC1.ClC(OCC(C)C)=O.[NH2:28][C:29]1[C:37]2[C:32](=[N:33][CH:34]=[N:35][C:36]=2[NH:38][C:39]2[CH:44]=[CH:43][CH:42]=[C:41]([Cl:45])[CH:40]=2)[NH:31][N:30]=1>C1COCC1.C(O)C>[Cl:45][C:41]1[CH:40]=[C:39]([NH:38][C:36]2[N:35]=[CH:34][N:33]=[C:32]3[NH:31][N:30]=[C:29]([NH:28][C:10](=[O:12])[CH2:9][NH:8][C:6]([O:5][CH2:1][CH:2]([CH3:3])[CH3:4])=[O:7])[C:37]=23)[CH:44]=[CH:43][CH:42]=1. Reported procedure: Analogously to Example 5. 502 mg (2.86 mmol) of N-isobutyloxycarbonyl-glycine in 5.9 ml of THF and 580 μl (5.3 mmol) of NMM are activated with 375 μl (2.86 mmol) of isobutyl chloroformate and then reacted with 745 mg (2.86 mmol) of 3-amino-4-(3-chloro-phenylamino)-1H-pyrazolo[3,4-d]pyrimidine (see Step 1.6). Stirring in 7.5 ml of boiling ethanol and filtering while hot yield 4-(3-chloro-phenylamino)-3-([N-iso-butyloxycarbonyl-glycyl]-amino)-1H-pyrazolo[3,4-d]pyrimidine; HPLC: tRet(grad20-100/20)... Reactants: ClC=1C=C2C(=CC(NC2=CC1)=O)O (6-chloro-4-hydroxycarbostyril), [N+](=O)(O)[O-] (nitric acid). Conditions: temperature 100 celsius. Yields the product ClC=1C=C2C(=C(C(NC2=CC1)=O)[N+](=O)[O-])O (6-chloro-4-hydroxy-3-nitrocarbostyril). Run in C(C)(=O)O (acetic acid). Procedure: A suspension of 6-chloro-4-hydroxycarbostyril (1.82g; 0.0093 mole) in glacial acetic acid (10 ml) was shaken with concentrated nitric acid (2.5 ml; d, 1.42) and the mixture heated on a water bath at 100° C until a clear solution resulted. Cooling of the orange solution gave a bright yellow solid which was filtered, washed well with acetic acid and then ethanol. Drying in vacuo over P2O5NaOH gave analytically pure 6-chloro-4-hydroxy-3-nitrocarbostyril; decomposes 200° C. (Found: C, 45.31; H, 2.31... Reaction SMILES: [Cl:1][C:2]1[CH:3]=[C:4]2[C:9](=[CH:10][CH:11]=1)[NH:8][C:7](=[O:12])[CH:6]=[C:5]2[OH:13].[N+:14]([O-])([OH:16])=[O:15]>C(O)(=O)C>[Cl:1][C:2]1[CH:3]=[C:4]2[C:9](=[CH:10][CH:11]=1)[NH:8][C:7](=[O:12])[C:6]([N+:14]([O-:16])=[O:15])=[C:5]2[OH:13].